Dataset: the Open Reaction Database (ORD), a public repository of structured organic reaction records. Task: describe an organic reaction: reactants, conditions, products, and yield Starting materials: ClC1=C(C#N)C=CC(=C1)C=1C=NC=C(C1)C=O (2-Chloro-4-(5-formyl-pyridin-3-yl)-benzonitrile), CS(=O)(=O)N (methanesulfonamide), C1(=CC=CC=C1)C (toluene), c-PrMgBr. The reagents and catalysts are CC([O-])C.[Ti+4].CC([O-])C.CC([O-])C.CC([O-])C (Titanium isopropoxide). Run at temperature -40 celsius, time 1 hour. The product is ClC=1C=C(C=CC1C#N)C=1C=C(C=NC1)C(NS(=O)(=O)C)C1CC1 (N-((5-(3-chloro-4-cyanophenyl)pyridin-3-yl)(cyclopropyl)methyl)methanesulfonamide). Yield: 49.0%. RXN SMILES: [Cl:1][C:2]1[CH:9]=[C:8]([C:10]2[CH:11]=[N:12][CH:13]=[C:14]([CH:16]=O)[CH:15]=2)[CH:7]=[CH:6][C:3]=1[C:4]#[N:5].[CH3:18][S:19]([NH2:22])(=[O:21])=[O:20].[C:23]1([CH3:29])C=CC=C[CH:24]=1>CC(C)[O-].[Ti+4].CC(C)[O-].CC(C)[O-].CC(C)[O-]>[Cl:1][C:2]1[CH:9]=[C:8]([C:10]2[CH:15]=[C:14]([CH:16]([CH:29]3[CH2:23][CH2:24]3)[NH:22][S:19]([CH3:18])(=[O:21])=[O:20])[CH:13]=[N:12][CH:11]=2)[CH:7]=[CH:6][C:3]=1[C:4]#[N:5] |f:3.4.5.6.7|. Procedure details: Titanium isopropoxide (1.16 mL, 3.96 mmol) was added to a mixture of 2-Chloro-4-(5-formyl-pyridin-3-yl)-benzonitrile (480 mg, 1.98 mmol) and methanesulfonamide (188 mg, 1.98 mmol) in toluene (15 mL) at room temperature. The resulting mixture was refluxed for 2 h. After concentration, the residue was dissolved in THF (10 mL) and cooled to −40° C. A solution of c-PrMgBr (0.5 M in THF, 11.9 mL, 5.93 mmol) was added dropwise and the resulting mixture was stirred at −36° C. for 1 h. The reaction was ... Reaction SMILES: [Br:1][C:2]1[CH:7]=[CH:6][C:5]([SH:8])=[CH:4][C:3]=1[Cl:9].[H-].[Na+].I[CH3:13]>O1CCCC1>[Br:1][C:2]1[CH:7]=[CH:6][C:5]([S:8][CH3:13])=[CH:4][C:3]=1[Cl:9] |f:1.2|. The yield is 65.0%. Solvent: O1CCCC1 (tetrahydrofuran). Starting materials: [H-].[Na+] (Sodium hydride), BrC1=C(C=C(C=C1)S)Cl (4-Bromo-3-chloro-benzenethiol), IC (iodomethane). Procedure details: 4-Bromo-3-chloro-benzenethiol (0.94 g, 4.21 mmol) was dissolved in tetrahydrofuran (10 ml) and cooled to 0° C. under argon. Sodium hydride (0.19 g, 4.63 mmol) was added and the mixture was stirred for 5 minutes, then iodomethane (0.28 ml, 4.42 mmol) was added. The mixture was allowed to warm, stirring for 30 minutes, then the reaction was quenched with saturated aqueous ammonium chloride. The mixture was extracted with dichloromethane (×2) and the combined organic layers were dried (MgSO4) and c... Product: BrC1=C(C=C(C=C1)SC)Cl (1-Bromo-2-chloro-4-methylsulfanyl-benzene). Conditions: temperature 0 celsius, time 5 minute.